From a dataset of the Open Reaction Database (ORD), a public repository of structured organic reaction records. describe an organic reaction: reactants, conditions, products, and yield Starting materials: COC(=O)C1C2C=CC(C1)C2 (5-norbornene-2-carboxylic acid methyl ester), C(CCC)C12C=CC(CC1)C2 (butyl norbornene), C1(=CC=CC=C1)C (toluene), C(C)O (ethanol). The reagents and catalysts are C/C(=C/C(=O)C)/[O-].C/C(=C/C(=O)C)/[O-].[Pd+2] (Pd(acac)2). Solvent: ClCCl (dichloromethane). Run at time 10 hour. Product: C(CCC)C12C=CC(CC1)C2.COC(=O)C1C2C=CC(C1)C2 (butyl norbornene 5-norbornene-2-carboxylic acid methyl ester). The yield is 110.9%. As a reaction SMILES: [CH3:1][O:2][C:3]([CH:5]1[CH2:10][CH:9]2[CH2:11][CH:6]1[CH:7]=[CH:8]2)=[O:4].[CH2:12]([C:16]12[CH2:22][CH:19]([CH2:20][CH2:21]1)[CH:18]=[CH:17]2)[CH2:13][CH2:14][CH3:15].C1(C)C=CC=CC=1.C(O)C>ClCCl.C/C(/[O-])=C/C(C)=O.C/C(/[O-])=C/C(C)=O.[Pd+2]>[CH2:12]([C:16]12[CH2:22][CH:19]([CH2:20][CH2:21]1)[CH:18]=[CH:17]2)[CH2:13][CH2:14][CH3:15].[CH3:1][O:2][C:3]([CH:5]1[CH2:10][CH:9]2[CH2:11][CH:6]1[CH:7]=[CH:8]2)=[O:4] |f:5.6.7,8.9|. Procedure details: A 5-norbornene-2-carboxylic acid methyl ester monomer (14.64 g), a butyl norbornene monomer (6.14 g), and toluene (37 Ml) were added to a 250 Ml Schlenk flask. A solution of Pd(acac)2 (4.19 mg, acac=acetylacetonate) and [(Cy)3PH][B(C6F5)4] (32.8 mg) in dichloromethane (2 Ml) was added to the flask, and the reaction mixture was incubated at 90° C. for 10 hours while stirring. Then, the reaction solution was added to excess ethanol to obtain a white copolymer precipitate. The precipitate was filte... Reactants: C=C[Sn](C=C)(C=C)C=C, Cn1c2cc(OS(=O)(=O)C(F)(F)F)ccc2c2c3c(c(-c4ccccc4Cl)cc21)C(=O)NC3=O. The product is C=Cc1ccc2c3c4c(c(-c5ccccc5Cl)cc3n(C)c2c1)C(=O)NC4=O. Reaction SMILES: [CH:35](=[CH2:36])[Sn:37]([CH:38]=[CH2:39])([CH:40]=[CH2:41])[CH:42]=[CH2:43].[F:1][C:2]([F:3])([F:4])[S:5]([O:6][c:7]1[cH:8][cH:9][c:10]2[c:11]3[c:12]4[c:13]([c:14](-[c:21]5[c:22]([Cl:27])[cH:23][cH:24][cH:25][cH:26]5)[cH:15][c:16]3[n:17]([CH3:20])[c:18]2[cH:19]1)[C:28](=[O:32])[NH:29][C:30]4=[O:31])(=[O:33])=[O:34]>>[c:7]1([CH:35]=[CH2:36])[cH:8][cH:9][c:10]2[c:11]3[c:12]4[c:13]([c:14](-[c:21]5[c:22]([Cl:27])[cH:23][cH:24][cH:25][cH:26]5)[cH:15][c:16]3[n:17]([CH3:20])[c:18]2[cH:19]1)[C:28](=[O:32])[NH:29][C:30]4=[O:31].